This data is from the Open Reaction Database (ORD), a public repository of structured organic reaction records. The task is: describe an organic reaction: reactants, conditions, products, and yield Starting materials: COC(C1=C(C=C(C(=O)OC)C(=C1)Br)N)=O (2-Amino-5-bromoterephthalate Dimethyl Ester), CC1=C(C=CC=C1)B(O)O (2-methylphenylboronic acid), C([O-])([O-])=O.[Na+].[Na+] (sodium carbonate), C1(=CC=CC=C1)P(C1=CC=CC=C1)C1=CC=CC=C1 (triphenylphosphine). Reagents/catalysts: C(C)(=O)[O-].[Pd+2].C(C)(=O)[O-] (palladium acetate). The solvent is C(C)O (ethanol), CCOCC (ether). Reaction conditions: time 18 hour. Yields the product COC(C1=C(C=C(C(=O)OC)C(=C1)N)C1=C(C=CC=C1)C)=O (2-(2-Methylphenyl)-5-aminoterephthalate Dimethyl Ester). Yield: 83.1%. Reaction SMILES: C1(P(C2C=CC=CC=2)C2C=CC=CC=2)C=CC=CC=1.[CH3:20][O:21][C:22](=[O:35])[C:23]1[CH:32]=[C:31](Br)[C:26]([C:27]([O:29][CH3:30])=[O:28])=[CH:25][C:24]=1[NH2:34].[CH3:36][C:37]1[CH:42]=[CH:41][CH:40]=[CH:39][C:38]=1B(O)O.C(=O)([O-])[O-].[Na+].[Na+]>CCOCC.C([O-])(=O)C.[Pd+2].C([O-])(=O)C.C(O)C>[CH3:30][O:29][C:27](=[O:28])[C:26]1[CH:25]=[C:24]([NH2:34])[C:23]([C:22]([O:21][CH3:20])=[O:35])=[CH:32][C:31]=1[C:38]1[CH:39]=[CH:40][CH:41]=[CH:42][C:37]=1[CH3:36] |f:3.4.5,7.8.9|. Procedure: A solution of palladium acetate (260 mg, 1.16 mmol) and triphenylphosphine (1.21 g, 4.63 mmol) was stirred for 10 minutes at ambient temperature and then the product of Example 319A (11.1 g, 38.6 mmol), 2-methylphenylboronic acid (5.77 g, 42.4 mmol), ethanol (18 mL) and aqueous 2M sodium carbonate (157 mL) were added. The reaction mixture was warmed to reflux and stirred for 18 hours. The reaction mixture was cooled to ambient temperature and diluted with ether. The aqueous phase was extracted w... Starting materials: O=C([O-])[O-], CCI, CC(C)=O, O=[N+]([O-])c1ccccc1Cl, [K+], [K+]. The product is CCOc1ccc(Cl)c([N+](=O)[O-])c1. As a reaction SMILES: [C:14]([O-:15])(=[O:16])[O-:17].[CH2:11]([CH3:12])[I:13].[CH3:20][C:21](=[O:22])[CH3:23].[Cl:1][c:2]1[c:3]([N+:8](=[O:9])[O-:10])[cH:4][cH:5][cH:6][cH:7]1.[K+:18].[K+:19]>>[Cl:1][c:2]1[c:3]([N+:8](=[O:9])[O-:10])[cH:4][c:5]([O:15][CH2:11][CH3:12])[cH:6][cH:7]1. Starting materials: CCCCCCSC(C(=O)[O-])c1ccccc1, ClCCl, CCOCC, C[Al](C)C, Cc1ccccc1, CCCCCC, Cl, CSc1cc(C)nc(SC)c1N. Product: CCCCCCSC(C(=O)Nc1c(SC)cc(C)nc1SC)c1ccccc1. Reaction SMILES: [CH2:1]([CH2:2][CH2:3][CH2:4][CH2:5][CH3:6])[S:7][CH:8]([C:9](=[O:10])[O-:11])[c:12]1[cH:13][cH:14][cH:15][cH:16][cH:17]1.[CH2:35]([Cl:36])[Cl:37].[CH2:51]([O:52][CH2:53][CH3:54])[CH3:55].[CH3:30][Al:31]([CH3:32])[CH3:33].[CH3:38][c:39]1[cH:40][cH:41][cH:42][cH:43][cH:44]1.[CH3:45][CH2:46][CH2:47][CH2:48][CH2:49][CH3:50].[ClH:34].[NH2:18][c:19]1[c:20]([S:28][CH3:29])[n:21][c:22]([CH3:27])[cH:23][c:24]1[S:25][CH3:26]>>[CH2:1]([CH2:2][CH2:3][CH2:4][CH2:5][CH3:6])[S:7][CH:8]([C:9](=[O:11])[NH:18][c:19]1[c:20]([S:28][CH3:29])[n:21][c:22]([CH3:27])[cH:23][c:24]1[S:25][CH3:26])[c:12]1[cH:13][cH:14][cH:15][cH:16][cH:17]1. The reactants are ClCC=1C2=C(OC1C)C(=CC=C2)[N+](=O)[O-] (3-chloromethyl-2-methyl-7-nitrobenzo[b]furan), P(OCC)(OCC)OCC (triethyl phosphite). Run at temperature 100 celsius, time 6 hour. Yields the product C(C)OP(=O)(OCC)CC=1C2=C(OC1C)C(=CC=C2)[N+](=O)[O-] (3-(diethoxyphosphorylmethyl)-2-methyl-7-nitrobenzo[b]furan). RXN SMILES: Cl[CH2:2][C:3]1[C:4]2[CH:12]=[CH:11][CH:10]=[C:9]([N+:13]([O-:15])=[O:14])[C:5]=2[O:6][C:7]=1[CH3:8].[P:16]([O:23]CC)([O:20][CH2:21][CH3:22])[O:17][CH2:18][CH3:19]>>[CH2:18]([O:17][P:16]([CH2:2][C:3]1[C:4]2[CH:12]=[CH:11][CH:10]=[C:9]([N+:13]([O-:15])=[O:14])[C:5]=2[O:6][C:7]=1[CH3:8])([O:20][CH2:21][CH3:22])=[O:23])[CH3:19]. Reported procedure: A mixture of 3-chloromethyl-2-methyl-7-nitrobenzo[b]furan (226 mg) and triethyl phosphite (0.52 ml) was stirred at 100° C. for 6 hours. The reaction mixture was cooled and concentrated in vacuo and to the residue was added toluene. The mixture was concentrated in vacuo and the residue was purified by column chromatography on silica gel. The obtained oil was crystallized from diisopropyl ether to give 3-(diethoxyphosphorylmethyl)-2-methyl-7-nitrobenzo[b]furan (93 mg). Procedure details: 0.965 g of potassium t-butoxide was added to a solution of 1.70 g of 2-[4-(3-methoxyphenyl)butyl]phenol (prepared as described in Preparation 7) in 30 ml of dimethylacetamide, whilst ice-cooling, and the mixture was stirred at the same temperature for 15 minutes. A solution of 3.18 g of 1-t-butoxycarbonyl-3-(p-toluenesulfonyloxymethyl)piperidine in 30 ml of dimethylacetamide was then added dropwise to the solution at the same temperature, and the mixture was stirred at 55° C. for 1.5 hours. At t... As a reaction SMILES: CC(C)([O-])C.[K+].[CH3:7][O:8][C:9]1[CH:10]=[C:11]([CH2:15][CH2:16][CH2:17][CH2:18][C:19]2[CH:24]=[CH:23][CH:22]=[CH:21][C:20]=2[OH:25])[CH:12]=[CH:13][CH:14]=1.[C:26]([O:30][C:31]([N:33]1[CH2:38][CH2:37][CH2:36][CH:35]([CH2:39]OS(C2C=CC(C)=CC=2)(=O)=O)[CH2:34]1)=[O:32])([CH3:29])([CH3:28])[CH3:27].C(OCC)(=O)C>CC(N(C)C)=O.O>[C:26]([O:30][C:31]([N:33]1[CH2:38][CH2:37][CH2:36][CH:35]([CH2:39][O:25][C:20]2[CH:21]=[CH:22][CH:23]=[CH:24][C:19]=2[CH2:18][CH2:17][CH2:16][CH2:15][C:11]2[CH:12]=[CH:13][CH:14]=[C:9]([O:8][CH3:7])[CH:10]=2)[CH2:34]1)=[O:32])([CH3:29])([CH3:27])[CH3:28] |f:0.1|. The yield is 150.9%. Solvent: CC(=O)N(C)C (dimethylacetamide), O (water), CC(=O)N(C)C (dimethylacetamide). Yields the product C(C)(C)(C)OC(=O)N1CC(CCC1)COC1=C(C=CC=C1)CCCCC1=CC(=CC=C1)OC (1-t-Butoxycarbonyl-3-{2-[4-(3-methoxyphenyl)butyl]phenoxymethyl}piperidine). Run at time 15 minute. The reactants are C(C)(C)(C)OC(=O)N1CC(CCC1)COS(=O)(=O)C1=CC=C(C=C1)C (1-t-butoxycarbonyl-3-(p-toluenesulfonyloxymethyl)piperidine), C(C)(=O)OCC (ethyl acetate), CC(C)([O-])C.[K+] (potassium t-butoxide), COC=1C=C(C=CC1)CCCCC1=C(C=CC=C1)O (2-[4-(3-methoxyphenyl)butyl]phenol).